This data is from the Open Reaction Database (ORD), a public repository of structured organic reaction records. The task is: describe an organic reaction: reactants, conditions, products, and yield Starting materials: C(C1=CC=CC=C1)OC=1C=CC(=C2C=CC(NC12)=O)[C@H](CNC1CC2=C(C=CC(=C2C1)OC)OC)O ((R)-8-Benzyloxy-5-[2-(4,7-dimethoxy-indan-2-ylamino)-1-hydroxy-ethyl]-1H-quinolin-2-one), Cl.C(C)OCC (HCl diethyl ether). The reagents and catalysts are [Pd] (palladium on charcoal). The solvent is CO (methanol). Conditions: time 4 hour. Yields the product Cl.OC=1C=CC(=C2C=CC(NC12)=O)[C@H](CNC1CC2=C(C=CC(=C2C1)OC)OC)O ((R)-8-hydroxy5-[2-(4,7-Dimethoxy-indan-2-ylamino)-1-hydroxy-ethyl]-1H-quinolin-2-one hydrochloride). RXN SMILES: C([O:8][C:9]1[CH:10]=[CH:11][C:12]([C@@H:20]([OH:36])[CH2:21][NH:22][CH:23]2[CH2:31][C:30]3[C:25](=[C:26]([O:34][CH3:35])[CH:27]=[CH:28][C:29]=3[O:32][CH3:33])[CH2:24]2)=[C:13]2[C:18]=1[NH:17][C:16](=[O:19])[CH:15]=[CH:14]2)C1C=CC=CC=1.[ClH:37].C(OCC)C>CO.[Pd]>[ClH:37].[OH:8][C:9]1[CH:10]=[CH:11][C:12]([C@@H:20]([OH:36])[CH2:21][NH:22][CH:23]2[CH2:31][C:30]3[C:25](=[C:26]([O:34][CH3:35])[CH:27]=[CH:28][C:29]=3[O:32][CH3:33])[CH2:24]2)=[C:13]2[C:18]=1[NH:17][C:16](=[O:19])[CH:15]=[CH:14]2 |f:1.2,5.6|. Procedure details: (R)-8-Benzyloxy-5-[2-(4,7-dimethoxy-indan-2-ylamino)-1-hydroxy-ethyl]-1H-quinolin-2-one (37 mg, 0.08 mmol) is dissolved in methanol (10 mL) and the compound is deprotected by adding a catalytic amount of 10% palladium on charcoal and placing the solution under an atmosphere of hydrogen. The reaction is shown to be complete by TLC after 4 hours. The catalyst is filtered off, 1M HCl/diethyl ether (1.1 equivalent) is added and the solvent is removed in vacuo. TLC (silica, dichloromethane/methanol 1... Starting materials: 1α,4-dimethyl-19-(2'-tetrahydropyranyloxy)-4-androstene-3,17-dione, O[C@@H]1[C@]2(C)[C@@H](CC1)[C@@H]1CCC3=C(C(CC[C@]3(CO)[C@H]1CC2)=O)C (17β,19-dihydroxy-4-methyl-4-androsten-3-one), 4-methyl-17β,19-di(2'-tetrahydropyranyloxy)-4-androsten-3-one, OC[C@]12[C@H](CC(C(=C1CC[C@H]1[C@@H]3CCC([C@@]3(C)CC[C@H]21)=O)C)=O)C (19-hydroxy-1α,4-dimethyl-4-androstene-3,17-dione), 17β,19-dihydroxy-4,6α,17α-trimethyl-4-androsten-3-one, O[C@@H]1[C@]2(C)[C@@H](CC1)[C@@H]1[C@@H](CC3=C(C(CC[C@]3(CO)[C@H]1CC2)=O)C)C (17β,19-dihydroxy-4,7α-dimethyl-4-androsten-3-one). Yields the product O[C@@H]1[C@]2(C)[C@@H](CC1)[C@@H]1CC=C3[C@@H](C(CC[C@]3(CO)[C@H]1CC2)=O)C (17β,19-dihydroxy-4α-methyl-5-androsten-3-one), OC[C@]12[C@H](CC([C@H](C1=CC[C@H]1[C@@H]3CCC([C@@]3(C)CC[C@H]21)=O)C)=O)C (19-hydroxy-1α,4α-dimethyl-5-androstene-3,17-dione), O[C@@H]1[C@]2(C)[C@@H](CC1)[C@@H]1[C@@H](C=C3[C@@H](C(CC[C@]3(CO)[C@H]1CC2)=O)C)C (17β,19-dihydroxy-4α,7α-dimethyl-5-androsten-3-one), 1α,4α-dimethyl-19-(2'-tetrahydropyranyloxy)-5-androstene-3,17-dione. Reaction SMILES: [OH:1][C@H:2]1[CH2:7][CH2:6][C@H:5]2[C@H:8]3[C@H:19]([CH2:20][CH2:21][C@:3]12[CH3:4])[C@:16]1([CH2:17][OH:18])[C:11](=[C:12]([CH3:23])[C:13](=[O:22])[CH2:14][CH2:15]1)[CH2:10][CH2:9]3.[OH:24][CH2:25][C@@:26]12[C@@H:43]3[C@H:34]([C@H:35]4[C@@:39]([CH2:41][CH2:42]3)([CH3:40])[C:38](=[O:44])[CH2:37][CH2:36]4)[CH2:33][CH2:32][C:31]1=[C:30]([CH3:45])[C:29](=[O:46])[CH2:28][C@@H:27]2[CH3:47].[OH:48][C@H:49]1[CH2:54][CH2:53][C@H:52]2[C@H:55]3[C@H:66]([CH2:67][CH2:68][C@:50]12[CH3:51])[C@:63]1([CH2:64][OH:65])[C:58](=[C:59]([CH3:70])[C:60](=[O:69])[CH2:61][CH2:62]1)[CH2:57][C@H:56]3[CH3:71]>>[OH:1][C@H:2]1[CH2:7][CH2:6][C@H:5]2[C@H:8]3[C@H:19]([CH2:20][CH2:21][C@:3]12[CH3:4])[C@:16]1([CH2:17][OH:18])[C:11]([C@H:12]([CH3:23])[C:13](=[O:22])[CH2:14][CH2:15]1)=[CH:10][CH2:9]3.[OH:24][CH2:25][C@@:26]12[C@@H:43]3[C@H:34]([C@H:35]4[C@@:39]([CH2:41][CH2:42]3)([CH3:40])[C:38](=[O:44])[CH2:37][CH2:36]4)[CH2:33][CH:32]=[C:31]1[C@H:30]([CH3:45])[C:29](=[O:46])[CH2:28][C@@H:27]2[CH3:47].[OH:48][C@H:49]1[CH2:54][CH2:53][C@H:52]2[C@H:55]3[C@H:66]([CH2:67][CH2:68][C@:50]12[CH3:51])[C@:63]1([CH2:64][OH:65])[C:58]([C@H:59]([CH3:70])[C:60](=[O:69])[CH2:61][CH2:62]1)=[CH:57][C@H:56]3[CH3:71]. Procedure: Substituting 17β,19-dihydroxy-4-methyl-4-androsten-3-one, 19-hydroxy-1α,4-dimethyl-4-androstene-3,17-dione, 17β,19-dihydroxy-4,7α-dimethyl-4-androsten-3-one, 4-methyl-17β,19-di(2'-tetrahydropyranyloxy)-4-androsten-3-one and 1α,4-dimethyl-19-(2'-tetrahydropyranyloxy)-4-androstene-3,17-dione for the 17β,19-dihydroxy-4,6α,17α-trimethyl-4-androsten-3-one above results in the formation of 17β,19-dihydroxy-4α-methyl-5-androsten-3-one, 19-hydroxy-1α,4α-dimethyl-5-androstene-3,17-dione, 17β,19-dihydroxy... Starting materials: C(C1=CC=CC=C1)N1C[C@H](N(CC1)C(C1=CC(=CC(=C1)Cl)Cl)=O)CC1=CC(=C(C=C1)C)C ((2R)-4-benzyl-1-(3,5-dichlorobenzoyl)-2-(3,4-dimethylbenzyl)piperazine), ClC(=O)OC(C)Cl (1-chloroethyl chloroformate). The solvent is ClCCl (dichloromethane). Run at time 5.5 hour. Product: Cl.ClC=1C=C(C(=O)N2[C@@H](CNCC2)CC2=CC(=C(C=C2)C)C)C=C(C1)Cl ((2R)-1(3,5-dichlorobenzoyl)-2-(3,4-dimethylbenzyl)piperazine hydrochloride). Yield: 217.4%. RXN SMILES: C([N:8]1[CH2:13][CH2:12][N:11]([C:14](=[O:23])[C:15]2[CH:20]=[C:19]([Cl:21])[CH:18]=[C:17]([Cl:22])[CH:16]=2)[C@H:10]([CH2:24][C:25]2[CH:30]=[CH:29][C:28]([CH3:31])=[C:27]([CH3:32])[CH:26]=2)[CH2:9]1)C1C=CC=CC=1.ClC(OC(Cl)C)=O>ClCCl>[ClH:21].[Cl:22][C:17]1[CH:16]=[C:15]([CH:20]=[C:19]([Cl:21])[CH:18]=1)[C:14]([N:11]1[CH2:12][CH2:13][NH:8][CH2:9][C@H:10]1[CH2:24][C:25]1[CH:30]=[CH:29][C:28]([CH3:31])=[C:27]([CH3:32])[CH:26]=1)=[O:23] |f:3.4|. Procedure: To a solution of (2R)-4-benzyl-1-(3,5-dichlorobenzoyl)-2-(3,4-dimethylbenzyl)piperazine (5.03 g) in dichloromethane (50 ml) was added 1-chloroethyl chloroformate (1.51 ml) slowly at 0° C., and then the mixture was heated at reflux under stirring. After 5.5 hours, the solvent was removed in vacuo and then the resulting residue was dissolved in methanol (20 ml) and refluxed for 0.5 hour. After removal of the solvent, the resulting residue was triturated with isopropyl ether to afford (2R)-1(3,5-di... Starting materials: COC(=O)C1=CC=C(C=C1)B(O)O (4-methoxycarbonylphenyl boronic acid), BrC1=NC=C(C=C1)[N+](=O)[O-] (2-bromo-5-nitropyridine). The reagents and catalysts are C=1C=CC(=CC1)[P](C=2C=CC=CC2)(C=3C=CC=CC3)[Pd]([P](C=4C=CC=CC4)(C=5C=CC=CC5)C=6C=CC=CC6)([P](C=7C=CC=CC7)(C=8C=CC=CC8)C=9C=CC=CC9)[P](C=1C=CC=CC1)(C=1C=CC=CC1)C=1C=CC=CC1 (tetrakis(triphenylphosphine)palladium). The product is [N+](=O)([O-])C=1C=NC(=CC1)C1=C(C(=O)OC)C=CC=C1 (Methyl 3-nitropyridine-6-ylbenzoate). Yield: 78.9%. As a reaction SMILES: [CH3:1][O:2][C:3]([C:5]1[CH:10]=[CH:9][C:8](B(O)O)=[CH:7][CH:6]=1)=[O:4].Br[C:15]1[CH:20]=[CH:19][C:18]([N+:21]([O-:23])=[O:22])=[CH:17][N:16]=1>C1C=CC([P]([Pd]([P](C2C=CC=CC=2)(C2C=CC=CC=2)C2C=CC=CC=2)([P](C2C=CC=CC=2)(C2C=CC=CC=2)C2C=CC=CC=2)[P](C2C=CC=CC=2)(C2C=CC=CC=2)C2C=CC=CC=2)(C2C=CC=CC=2)C2C=CC=CC=2)=CC=1>[N+:21]([C:18]1[CH:17]=[N:16][C:15]([C:6]2[CH:7]=[CH:8][CH:9]=[CH:10][C:5]=2[C:3]([O:2][CH3:1])=[O:4])=[CH:20][CH:19]=1)([O-:23])=[O:22] |^1:27,29,48,67|. Procedure details: In a similar manner to that described in Reference example 14(a), a reaction was carried out using 4-methoxycarbonylphenyl boronic acid (3.24 g), 2-bromo-5-nitropyridine (4.75 g) and tetrakis(triphenylphosphine)palladium (1.04 g) and treated to afford the desired compound (3.67 g) as colorless crystals. Reactants: BrC=1C=C(C=C(C1)OC(F)(F)F)C1=CC(=NN1C=1C=NC=CC1)C(=O)O (5-(3-Bromo-5-trifluoromethoxyphenyl)-1-(pyridin-3-yl)-1H-pyrazole-3-carboxylic acid), ClC=1C=C(C=C(C1)F)C1=CC(=NN1C=1C=NC=CC1)C(=O)N1CC(NCC1)=O (4-{[5-(3-Chloro-5-fluorophenyl)-1-(pyridin-3-yl)-1H-pyrazol-3-yl]carbonyl}piperazin-2-one), O=C1NCCNC1 (2-oxopiperazine). The product is BrC=1C=C(C=C(C1)OC(F)(F)F)C1=CC(=NN1C=1C=NC=CC1)C(=O)N1CC(NCC1)=O (4-({5-[3-Bromo-5-(trifluoromethoxy)phenyl]-1-(pyridin-3-yl)-1H-pyrazol-3-yl}carbonyl)piperazin-2-one). Reaction SMILES: [Br:1][C:2]1[CH:3]=[C:4]([C:13]2[N:17]([C:18]3[CH:19]=[N:20][CH:21]=[CH:22][CH:23]=3)[N:16]=[C:15]([C:24]([OH:26])=O)[CH:14]=2)[CH:5]=[C:6]([O:8][C:9]([F:12])([F:11])[F:10])[CH:7]=1.ClC1C=C(C2N(C3C=NC=CC=3)N=C(C([N:48]3[CH2:53][CH2:52][NH:51][C:50](=[O:54])[CH2:49]3)=O)C=2)C=C(F)C=1.O=C1CNCCN1>>[Br:1][C:2]1[CH:3]=[C:4]([C:13]2[N:17]([C:18]3[CH:19]=[N:20][CH:21]=[CH:22][CH:23]=3)[N:16]=[C:15]([C:24]([N:48]3[CH2:53][CH2:52][NH:51][C:50](=[O:54])[CH2:49]3)=[O:26])[CH:14]=2)[CH:5]=[C:6]([O:8][C:9]([F:11])([F:10])[F:12])[CH:7]=1. Procedure: 75 mg (0.16 mmol) of the compound of Example 39A is reacted analogously to the synthesis of the compound of Example 4 with 17 mg (0.17 mmol) of 2-oxopiperazine. 21 mg (25% of theory) of the title compound is obtained as a fine precipitate as well as 37 mg (46% of theory) of the title compound after the filtrate is purified by means of preparative HPLC (mobile solvent: acetonitrile/water gradient). The reactants are [Si](C)(C)(C(C)(C)C)OC1C[C@@H](N(C1)C(=O)OC(C)(C)C)C1=C(C=CC(=C1)F)OC ((R)-tert-butyl 4-(tert-butyldimethylsilyloxy)-2-(5-fluoro-2-methoxyphenyl)pyrrolidine-1-carboxylate), C(=O)(C(F)(F)F)O (TFA). Run in C(Cl)Cl (CH2Cl2). Conditions: time 2 hour. The product is FC(C(=O)O)(F)F.[Si](C)(C)(C(C)(C)C)OC1C[C@@H](NC1)C1=C(C=CC(=C1)F)OC ((R)-4-(tert-butyldimethylsilyloxy)-2-(5-fluoro-2-methoxyphenyl)pyrrolidine 2,2,2-trifluoroacetate). Isolated yield 106.8%. RXN SMILES: [Si:1]([O:8][CH:9]1[CH2:13][N:12](C(OC(C)(C)C)=O)[C@@H:11]([C:21]2[CH:26]=[C:25]([F:27])[CH:24]=[CH:23][C:22]=2[O:28][CH3:29])[CH2:10]1)([C:4]([CH3:7])([CH3:6])[CH3:5])([CH3:3])[CH3:2].[C:30]([OH:36])([C:32]([F:35])([F:34])[F:33])=[O:31]>C(Cl)Cl>[F:33][C:32]([F:35])([F:34])[C:30]([OH:36])=[O:31].[Si:1]([O:8][CH:9]1[CH2:13][NH:12][C@@H:11]([C:21]2[CH:26]=[C:25]([F:27])[CH:24]=[CH:23][C:22]=2[O:28][CH3:29])[CH2:10]1)([C:4]([CH3:7])([CH3:6])[CH3:5])([CH3:2])[CH3:3] |f:3.4|. Procedure details: To a solution of (R)-tert-butyl 4-(tert-butyldimethylsilyloxy)-2-(5-fluoro-2-methoxyphenyl)pyrrolidine-1-carboxylate (2.648 g, 6.222 mmol) in CH2Cl2 (26 mL) at 0° C. was added TFA (9.3 mL). The resulting mixture was warmed to ambient temperature and stirred for 2 hours. The reaction mixture was concentrated under reduced pressure to give the crude material that was azeotroped with toluene-CH2Cl2 (2×) and dried under reduced pressure to provide (R)-4-(tert-butyldimethylsilyloxy)-2-(5-fluoro-2-met...